From a dataset of the Open Reaction Database (ORD), a public repository of structured organic reaction records. describe an organic reaction: reactants, conditions, products, and yield Starting materials: ClCCl, O=C(Cl)CCl, Nc1nccn2c(CC3CCNCC3)nc(-c3ccc4ccc(-c5ccccc5)nc4c3)c12. The product is Nc1nccn2c(CC3CCN(C(=O)CCl)CC3)nc(-c3ccc4ccc(-c5ccccc5)nc4c3)c12. As a reaction SMILES: [CH2:39]([Cl:40])[Cl:41].[Cl:34][CH2:35][C:36](=[O:37])[Cl:38].[c:1]1(-[c:7]2[n:8][c:9]3[cH:10][c:11](-[c:17]4[n:18][c:19]([CH2:27][CH:28]5[CH2:29][CH2:30][NH:31][CH2:32][CH2:33]5)[n:20]5[c:21]4[c:22]([NH2:26])[n:23][cH:24][cH:25]5)[cH:12][cH:13][c:14]3[cH:15][cH:16]2)[cH:2][cH:3][cH:4][cH:5][cH:6]1>>[c:1]1(-[c:7]2[n:8][c:9]3[cH:10][c:11](-[c:17]4[n:18][c:19]([CH2:27][CH:28]5[CH2:29][CH2:30][N:31]([C:36]([CH2:35][Cl:34])=[O:37])[CH2:32][CH2:33]5)[n:20]5[c:21]4[c:22]([NH2:26])[n:23][cH:24][cH:25]5)[cH:12][cH:13][c:14]3[cH:15][cH:16]2)[cH:2][cH:3][cH:4][cH:5][cH:6]1. Reactants: C(C)(=O)O[C@H](C)C1=NC=CC(=N1)N1CCN(CC1)CC1=NC=CC=C1 ((R)-1-[4-(4-pyridin-2-ylmethyl-piperazin-1-yl)-pyrimidin-2-yl]-ethyl acetate), [OH-].[K+] (potassium hydroxide). Run in C(C)(=O)OCC (ethyl acetate), O1CCOCC1 (dioxane). Run at time 3 hour. Product: N1=C(C=CC=C1)CN1CCN(CC1)C1=NC(=NC=C1)[C@@H](C)O ((R)-1-[4-(4-Pyridin-2-ylmethyl-piperazin-1-yl)-pyrimidin-2-yl]-ethanol). Reaction SMILES: C([O:4][C@@H:5]([C:7]1[N:12]=[C:11]([N:13]2[CH2:18][CH2:17][N:16]([CH2:19][C:20]3[CH:25]=[CH:24][CH:23]=[CH:22][N:21]=3)[CH2:15][CH2:14]2)[CH:10]=[CH:9][N:8]=1)[CH3:6])(=O)C.[OH-].[K+]>O1CCOCC1.C(OCC)(=O)C>[N:21]1[CH:22]=[CH:23][CH:24]=[CH:25][C:20]=1[CH2:19][N:16]1[CH2:15][CH2:14][N:13]([C:11]2[CH:10]=[CH:9][N:8]=[C:7]([C@H:5]([OH:4])[CH3:6])[N:12]=2)[CH2:18][CH2:17]1 |f:1.2|. Procedure details: To a solution of (R)-1-[4-(4-pyridin-2-ylmethyl-piperazin-1-yl)-pyrimidin-2-yl]-ethyl acetate (prepared according to the method of Example 182, Step A, 0.14 g, 0.33 mmol) in dioxane (6 mL) was added at ambient temperature 6 N aqueous potassium hydroxide (0.5 mL). After stirring for 3 h the solution was diluted with ethyl acetate and washed twice with water. The organic layer was separated, dried over magnesium sulfate, filtered, and the filtrate was concentrated to give the title compound as a w... The reactants are BrCC(=O)C1=CC(=C(C(=C1)[N+](=O)[O-])O)O (2-bromo-3',4'-dihydroxy-5'-nitroacetophenone), NC1=NC=CC=C1 (2-aminopyridine). Solvent: C(C)O (ethanol). The product is N=1C=C(N2C1C=CC=C2)C2=CC(=C(C(O)=C2)O)[N+](=O)[O-] (5-(imidazo[1,2-a]pyridin-3-yl)-3-nitropyrocatechol). Reaction SMILES: Br[CH2:2][C:3]([C:5]1[CH:10]=[C:9]([N+:11]([O-:13])=[O:12])[C:8]([OH:14])=[C:7]([OH:15])[CH:6]=1)=O.[NH2:16][C:17]1[CH:22]=[CH:21][CH:20]=[CH:19][N:18]=1>C(O)C>[N:16]1[CH:2]=[C:3]([C:5]2[CH:6]=[C:7]([OH:15])[C:8]([OH:14])=[C:9]([N+:11]([O-:13])=[O:12])[CH:10]=2)[N:18]2[CH:19]=[CH:20][CH:21]=[CH:22][C:17]=12. Reported procedure: A mixture of 987.5 mg of 2-bromo-3',4'-dihydroxy-5'-nitroacetophenone and 1.01 g of 2-aminopyridine is melted at 110°. After 30 minutes the melt is treated with 15 ml of ethanol and heated to boiling under reflux for 3 hours. The reaction mixture is then cooled to room temperature and the crystals are removed by filtration under suction. There is obtained 5-(imidazo[1,2-a]pyridin-3-yl)-3-nitropyrocatechol of m.p. 250°14 252° (from N,N-dimethylformamide/methanol).